Dataset: the Open Reaction Database (ORD), a public repository of structured organic reaction records. Task: describe an organic reaction: reactants, conditions, products, and yield Reactants: BrC1=CC=C(C=C1)C1=CC(=C(C(O1)=O)C#N)N1CCCCC1 (6-(4-bromophenyl)-2-oxo-4-(piperidin-1-yl)-2H-pyran-3-carbonitrile), indanone-2, [H-].[Na+] (NaH), C1CCOC1 (THF). Yields the product BrC1=CC=C(C=C1)C1=CC(=C(C=2CC3=CC=CC=C3C12)C#N)N1CCCCC1 (4-(4-Bromo-phenyl)-2-piperidin-1-yl-9H-fluorene-1-carbonitrile). As a reaction SMILES: [Br:1][C:2]1[CH:7]=[CH:6][C:5]([C:8]2O[C:12](=O)[C:11]([C:15]#[N:16])=[C:10]([N:17]3[CH2:22][CH2:21][CH2:20][CH2:19][CH2:18]3)[CH:9]=2)=[CH:4][CH:3]=1.[H-].[Na+].[CH2:25]1[CH2:29]O[CH2:27][CH2:26]1>>[Br:1][C:2]1[CH:7]=[CH:6][C:5]([C:8]2[C:4]3[C:3]4[C:26](=[CH:25][CH:29]=[CH:7][CH:2]=4)[CH2:27][C:12]=3[C:11]([C:15]#[N:16])=[C:10]([N:17]3[CH2:22][CH2:21][CH2:20][CH2:19][CH2:18]3)[CH:9]=2)=[CH:4][CH:3]=1 |f:1.2|. Procedure: A mixture of 6-(4-bromophenyl)-2-oxo-4-(piperidin-1-yl)-2H-pyran-3-carbonitrile (358 mg), indanone-2 (132 mg) and NaH (31 mg) in THF was stirred for <5 min. After completion, the reaction solvent was evaporated under vacuum to dryness and crude solid was quenched with ice water and subsequently neutralized with dil. HCl, finally purified by column chromatography using ethylacetate-hexane as eluent. White solid; mp 212-212° C.; ESIMS 430 (M++2); IR (KBr) 2211 cm−1 (CN).